The task is: describe an organic reaction: reactants, conditions, products, and yield. This data is from the Open Reaction Database (ORD), a public repository of structured organic reaction records. Starting materials: CC(=O)OCC1=C(N2[C@@H]([C@@H](C2=O)N)SC1)C(=O)O (7-aminocephalosporanic acid), Cl (hydrochloric acid), CC(=O)C (acetone), [OH-].[Na+] (sodium hydroxide), CN1CSC(=N1)S (3-methyl-1,3,4-thiadiazole-5-thiol). Run in O (water). The product is CC1=NN=C(S1)SCC1=C(N2C(C(C2SC1)N)=O)C(=O)O (3-[[(5-Methyl-1,3,4-thiadiazol-2-yl)thio]methyl]-7-amino-8-oxo-5-thia-1-azabicyclo[4.2.0]oct-2-ene-2-carboxylic acid). As a reaction SMILES: CC(O[CH2:5][C:6]1[CH2:15][S:14][C@@H:9]2[C@H:10]([NH2:13])[C:11](=[O:12])[N:8]2[C:7]=1[C:16]([OH:18])=[O:17])=O.[OH-].[Na+].C[N:22]1[N:26]=[C:25]([SH:27])[S:24][CH2:23]1.Cl.[CH3:29]C(C)=O>O>[CH3:29][C:23]1[S:24][C:25]([S:27][CH2:5][C:6]2[CH2:15][S:14][CH:9]3[N:8]([C:11](=[O:12])[CH:10]3[NH2:13])[C:7]=2[C:16]([OH:18])=[O:17])=[N:26][N:22]=1 |f:1.2|. Procedure: A mixture of 13.6 g. (0.05 M) of 7-aminocephalosporanic acid in 100 ml. of water and 50 ml. of acetone are brought to pH 8 with sodium hydroxide while stirring. 9.8 g. (0.57 M) of 3-methyl-1,3,4-thiadiazole-5-thiol are added and the mixture is heated at 80° for 4 hours. After cooling to 5°, this is acidified to pH 3.5 with dilute hydrochloric acid and stirred for 15 minutes. The precipitated solid is filtered under suction and washed with acetone. This 3[[(5-methyl-1,3,4-thiadiazol-2-yl)thio]met...